This data is from the Open Reaction Database (ORD), a public repository of structured organic reaction records. The task is: describe an organic reaction: reactants, conditions, products, and yield The reactants are C1(=CC=CC=C1)SCl (benzenesulfenyl chloride), FC(C=1C=C(C=CC1)C=1SC=CC1)(F)F (2-(m-trifluoromethylphenyl)thiophene), FC(C=1C=C(C=CC1)C=1SC=CC1)(F)F (2-(m-trifluoromethylphenyl)thiophene), reagent, C1(=CC=CC=C1)SCl (benzene sulfenyl chloride), C1(=CC=CC=C1)SSC1=CC=CC=C1 (diphenyl disulfide), disubstituted thiophene. The reagents and catalysts are [Fe] (iron), [Fe] (iron). The solvent is C(Cl)(Cl)(Cl)Cl (carbon tetrachloride). Conditions: time 4 day. Yields the product C1(=CC=CC=C1)SC=1SC(=CC1)C1=CC(=CC=C1)C(F)(F)F (2-phenylthio-5-(m-trifluoromethylphenyl)thiophene). The yield is 38.9%. RXN SMILES: [F:1][C:2]([F:15])([F:14])[C:3]1[CH:4]=[C:5]([C:9]2[S:10][CH:11]=[CH:12][CH:13]=2)[CH:6]=[CH:7][CH:8]=1.[C:16]1([S:22]Cl)[CH:21]=[CH:20][CH:19]=[CH:18][CH:17]=1.C1(SSC2C=CC=CC=2)C=CC=CC=1>[Fe].C(Cl)(Cl)(Cl)Cl>[C:16]1([S:22][C:11]2[S:10][C:9]([C:5]3[CH:6]=[CH:7][CH:8]=[C:3]([C:2]([F:1])([F:14])[F:15])[CH:4]=3)=[CH:13][CH:12]=2)[CH:21]=[CH:20][CH:19]=[CH:18][CH:17]=1. Procedure: A mixture of 29.7 g (0.13 mole) of 2-(m-trifluoromethylphenyl)thiophene, 200 ml of reagent carbon tetrachloride, 15.5 ml (18.8 g 0.13 mole) of benzene sulfenyl chloride and 0.05 g of iron powder was allowed to stand 4 days at room temperature. The reaction mixture was found by vapor phase chromatography to contain approximately equal amounts of 2-(m-trifluoromethylphenyl)thiophene, diphenyl disulfide and the desired disubstituted thiophene. An additional 12.7 ml (0.11 mole) of benzenesulfenyl ch...